Task: describe an organic reaction: reactants, conditions, products, and yield. Dataset: the Open Reaction Database (ORD), a public repository of structured organic reaction records The reactants are C(C)(=O)N1[C@@H](CC2=CC(=CC=C12)OC)C ((2R)-1-acetyl-2-methyl-5-(methyloxy)-2,3-dihydro-1H-indole), O (H2O), N(=O)[O-].[Na+] (sodium nitrite), Indolines. Solvent: C(=O)(C(F)(F)F)O (TFA). Run at temperature 0 celsius, time 1 hour. Yields the product C(C)(=O)N1[C@@H](CC2=CC(=C(C=C12)[N+](=O)[O-])OC)C ((2R)-1-acetyl-2-methyl-5-(methyloxy)-6-nitro-2,3-dihydro-1H-indole). Yield: 69.7%. As a reaction SMILES: [C:1]([N:4]1[C:12]2[C:7](=[CH:8][C:9]([O:13][CH3:14])=[CH:10][CH:11]=2)[CH2:6][C@H:5]1[CH3:15])(=[O:3])[CH3:2].[N:16]([O-:18])=[O:17].[Na+].O>C(O)(C(F)(F)F)=O>[C:1]([N:4]1[C:12]2[C:7](=[CH:8][C:9]([O:13][CH3:14])=[C:10]([N+:16]([O-:18])=[O:17])[CH:11]=2)[CH2:6][C@H:5]1[CH3:15])(=[O:3])[CH3:2] |f:1.2|. Reported procedure: A solution of (2R)-1-acetyl-2-methyl-5-(methyloxy)-2,3-dihydro-1H-indole (100 mg, 0.487 mmol)—see (Arp, Forrest O.; Fu, Gregory C. Kinetic Resolutions of Indolines by a Nonenzymatic Acylation Catalyst. Journal of the American Chemical Society (2006), 128(44), 14264-14265.)—in TFA (2 mL) at 0° C. was treated with sodium nitrite (33.6 mg, 0.487 mmol). The resulting red solution was stirred at 0° C. for 1 h. H2O (20 mL) was added, the resulting slurry was filtered and the solids were washed with wa... The reactants are Cl, Cl, O=N[O-], [Na+], [Na+], [Na+], O, O=S([O-])[O-], Nc1ccc(Cn2cncn2)cc1. The product is Cl, NNc1ccc(Cn2cncn2)cc1. Reaction SMILES: [ClH:1].[ClH:26].[N:15]([O-:16])=[O:17].[Na+:18].[Na+:23].[Na+:24].[OH2:25].[S:19]([O-:20])([O-:21])=[O:22].[n:2]1([CH2:7][c:8]2[cH:9][cH:10][c:11]([NH2:14])[cH:12][cH:13]2)[n:3][cH:4][n:5][cH:6]1>>[ClH:1].[n:2]1([CH2:7][c:8]2[cH:9][cH:10][c:11]([NH:14][NH2:15])[cH:12][cH:13]2)[n:3][cH:4][n:5][cH:6]1.